Dataset: the Open Reaction Database (ORD), a public repository of structured organic reaction records. Task: describe an organic reaction: reactants, conditions, products, and yield The reactants are solution, CN(C(=O)NC)CC#C (N,N'-dimethyl-N-(2-propynyl)urea), cuprous chloride, C=O (paraformaldehyde), N1CCCCC1 (piperidine), Cl (hydrochloric acid). The solvent is O1CCOCC1 (dioxane). Product: CN(C(=O)NC)CC#CCN1CCCCC1 (N,N'-Dimethyl-N-[4-(1-piperidinyl)-2-butynyl]-urea). As a reaction SMILES: [CH3:1][N:2]([CH2:7][C:8]#[CH:9])[C:3]([NH:5][CH3:6])=[O:4].[CH2:10]=O.[NH:12]1[CH2:17][CH2:16][CH2:15][CH2:14][CH2:13]1.Cl>O1CCOCC1>[CH3:1][N:2]([CH2:7][C:8]#[C:9][CH2:10][N:12]1[CH2:17][CH2:16][CH2:15][CH2:14][CH2:13]1)[C:3]([NH:5][CH3:6])=[O:4]. Procedure details: A solution of N,N'-dimethyl-N-(2-propynyl)urea (2.5 g, 0.02 mol) (Example A), paraformaldehyde (0.6 g, 0.02 mol), piperidine (1.7 g, 0.02 mol), and a spatula tip of cuprous chloride in 150 ml of anhydrous dioxane is allowed to reflux for two hours. After cooling the solution is made strongly acidic with a 2N solution of hydrochloric acid and washed with diethyl ether. The aqueous solution is then made basic by the addition of solid potassium carbonate until saturated, followed by extraction with... The reactants are CON=C(C(=O)Cl)C(=O)CBr, O=C([O-])O, CC(C)=O, Cc1ccc(S(=O)(=O)OC=CC2=C(C(=O)OC(c3ccccc3)c3ccccc3)N3C(=O)C(N)C3SC2)cc1, [Na+], O. Product: CON=C(C(=O)CBr)C(=O)NC1C(=O)N2C(C(=O)OC(c3ccccc3)c3ccccc3)=C(C=COS(=O)(=O)c3ccc(C)cc3)CSC12. Reaction SMILES: [Br:1][CH2:2][C:3]([C:4]([C:5](=[O:6])[Cl:7])=[N:8][O:9][CH3:10])=[O:11].[C:52](=[O:53])([OH:54])[O-:55].[CH3:57][C:58](=[O:59])[CH3:60].[NH2:12][CH:13]1[CH:14]2[S:15][CH2:16][C:17]([CH:38]=[CH:39][O:40][S:41](=[O:42])(=[O:43])[c:44]3[cH:45][cH:46][c:47]([CH3:48])[cH:49][cH:50]3)=[C:18]([C:22](=[O:23])[O:24][CH:25]([c:26]3[cH:27][cH:28][cH:29][cH:30][cH:31]3)[c:32]3[cH:33][cH:34][cH:35][cH:36][cH:37]3)[N:19]2[C:20]1=[O:21].[Na+:56].[OH2:51]>>[Br:1][CH2:2][C:3]([C:4]([C:5](=[O:6])[NH:12][CH:13]1[CH:14]2[S:15][CH2:16][C:17]([CH:38]=[CH:39][O:40][S:41](=[O:42])(=[O:43])[c:44]3[cH:45][cH:46][c:47]([CH3:48])[cH:49][cH:50]3)=[C:18]([C:22](=[O:23])[O:24][CH:25]([c:26]3[cH:27][cH:28][cH:29][cH:30][cH:31]3)[c:32]3[cH:33][cH:34][cH:35][cH:36][cH:37]3)[N:19]2[C:20]1=[O:21])=[N:8][O:9][CH3:10])=[O:11]. Starting materials: FC1=NC=CC(=C1)I (2-fluoro-4-iodo-pyridine), O.NN (hydrazine monohydrate), C(C)#N (acetonitrile). Run at temperature 80 celsius, time 2 hour. Product: IC1=CC=2N(C=C1)C=NN2 (7-iodo-[1,2,4]triazolo[4,3-a]pyridine). As a reaction SMILES: F[C:2]1[CH:7]=[C:6]([I:8])[CH:5]=[CH:4][N:3]=1.O.[NH2:10]N.[C:12](#[N:14])C>>[I:8][C:6]1[CH:5]=[CH:4][N:3]2[CH:12]=[N:14][N:10]=[C:2]2[CH:7]=1 |f:1.2|. Reported procedure: 1 g of 2-fluoro-4-iodo-pyridine and 5 ml of hydrazine monohydrate were dissolved in 6 ml of acetonitrile, and the mixture was stirred at 80° C. for 2 hours, and the solvents were distilled outunder reduced pressure. 5 ml of dimethylformamide and 3 ml of ethyl orthoformate were added to the residues, stirred at 150° C. for 2 hours, cooled down to room temperature and the reaction was stopped after adding water. The products were extracted with chloroform, and after drying with anhydrous sodium su... As a reaction SMILES: [C:1]([C:4]1[CH:9]=[CH:8][C:7]([N:10]2[CH2:14][CH2:13][C@H:12]([NH:15][C@@H:16]([C:18]3C4C(=CC=CC=4)C=CC=3)C)[CH2:11]2)=[CH:6][CH:5]=1)(=O)[CH3:2].ClC1N=C[N:32]=[C:31]([N:35]2CC[C@H]([C@@](N)(C3C4C(=CC=CC=4)C=CC=3)C)C2)C=1.[C:53]1(B(O)O)[CH:58]=[CH:57][CH:56]=[CH:55][CH:54]=1.C(=O)([O-])[O-].[K+].[K+].[C:68](=O)(O)[O-].[Na+].[C:73]1(C)C=C[CH:76]=[CH:75][CH:74]=1>C(OCC)(=O)C>[C:53]1([C@H:16]([NH:15][C@H:12]2[CH2:13][CH2:14][N:10]([C:7]3[CH:8]=[C:9]([C:4]4[CH:1]=[CH:2][CH:68]=[CH:6][CH:5]=4)[N:35]=[CH:31][N:32]=3)[CH2:11]2)[CH3:18])[C:58]2[C:57](=[CH:73][CH:74]=[CH:75][CH:76]=2)[CH:56]=[CH:55][CH:54]=1 |f:3.4.5,6.7|. Conditions: temperature 100 celsius, time 5 minute. Product: C1(=CC=CC2=CC=CC=C12)[C@@H](C)N[C@@H]1CN(CC1)C1=NC=NC(=C1)C1=CC=CC=C1 ((R)-1-(naphthalen-1-yl)ethyl-[(S)-1-(6-phenylpyrimidin-4-yl)pyrrolidin-3-yl]amine). Reported procedure: In the same manner as in the above-mentioned Example 2.016, 1-[(S)-(6-chloropyrimidin-4-yl)pyrrolidin-3-yl]-(R)-1-(naphthalen-1-yl)ethylamine (a free form of the compound of Example 2.012 in the following Table) was obtained. (2) In 2 ml of toluene were suspended 100 mg of 1-[(S)-(6-chloropyrimidin-4-yl)pyrrolidin-3-yl]-(R)-1-(naphthalen-1-yl)ethylamine, 52 mg of phenyl boronic acid and 78 mg of potassium carbonate, and a nitrogen gas was ventilated for 5 minutes. After adding 32 mg of tetrakist... Run in C(C)(=O)OCC (ethyl acetate). Reactants: C([O-])(O)=O.[Na+] (sodium bicarbonate), C(C)(=O)C1=CC=C(C=C1)N1C[C@H](CC1)N[C@H](C)C1=CC=CC2=CC=CC=C12 ((S)-1-(4-acetylphenyl)pyrrolidin-3-yl-[(R)-1-(naphthalen-1-yl)ethyl]amine), C([O-])([O-])=O.[K+].[K+] (potassium carbonate), C1(=CC=CC=C1)C (toluene), ClC1=CC(=NC=N1)N1C[C@H](CC1)[C@](C)(C1=CC=CC2=CC=CC=C12)N (1-[(S)-(6-chloropyrimidin-4-yl)pyrrolidin-3-yl]-(R)-1-(naphthalen-1-yl)ethylamine), C1(=CC=CC=C1)B(O)O (phenyl boronic acid), tetrakistriphenylphosphine palladium. Reactants: Br (hydrobromic acid), FC1=C(C=CC(=C1OC)C=O)C1=CC=C(C=C1)F (2,4′-difluoro-3-methoxybiphenyl-4-carbaldehyde). Run in C(C)(=O)O (acetic acid). Run at temperature 120 celsius, time 18 hour. Yields the product FC1=C(C=CC(=C1O)C=O)C1=CC=C(C=C1)F (2,4′-Difluoro-3-hydroxybiphenyl-4-carbaldehyde). The yield is 94.5%. Reaction SMILES: Br.[F:2][C:3]1[C:8]([O:9]C)=[C:7]([CH:11]=[O:12])[CH:6]=[CH:5][C:4]=1[C:13]1[CH:18]=[CH:17][C:16]([F:19])=[CH:15][CH:14]=1>C(O)(=O)C>[F:2][C:3]1[C:8]([OH:9])=[C:7]([CH:11]=[O:12])[CH:6]=[CH:5][C:4]=1[C:13]1[CH:18]=[CH:17][C:16]([F:19])=[CH:15][CH:14]=1. Procedure: 48% hydrobromic acid (28.4 mL) was added at room temperature to an acetic acid (150 mL) solution of 2,4′-difluoro-3-methoxybiphenyl-4-carbaldehyde (6.18 g), and the mixture was stirred at 120° C. for 18 hours in a nitrogen atmosphere. The reaction mixture was cooled to room temperature, and then, the solvent was distilled off under reduced pressure. The obtained residue was diluted with ethyl acetate and water. The organic layer was separated, and then, the obtained aqueous layer was neutralized... Reactants: CCCCc1nc(C(F)(F)F)ccc1C=CC(=O)O, Cl, CS(=O)(=O)Nc1c(F)cc(CN)cc1F. Yields the product CCCCc1nc(C(F)(F)F)ccc1C=CC(=O)NCc1cc(F)c(NS(C)(=O)=O)c(F)c1. Reaction SMILES: [CH2:17]([CH2:18][CH2:19][CH3:20])[c:21]1[n:22][c:23]([C:32]([F:33])([F:34])[F:35])[cH:24][cH:25][c:26]1[CH:27]=[CH:28][C:29](=[O:30])[OH:31].[ClH:16].[NH2:1][CH2:2][c:3]1[cH:4][c:5]([F:15])[c:6]([NH:10][S:11](=[O:12])(=[O:13])[CH3:14])[c:7]([F:9])[cH:8]1>>[NH:1]([CH2:2][c:3]1[cH:4][c:5]([F:15])[c:6]([NH:10][S:11](=[O:12])(=[O:13])[CH3:14])[c:7]([F:9])[cH:8]1)[C:29]([CH:28]=[CH:27][c:26]1[c:21]([CH2:17][CH2:18][CH2:19][CH3:20])[n:22][c:23]([C:32]([F:33])([F:34])[F:35])[cH:24][cH:25]1)=[O:30]. Reactants: COC(=O)C1(N(Cc2ccccc2)S(=O)(=O)c2ccc(OC)cc2)CCN(Cc2ccccc2)CC1, CO, [Na+], [OH-]. The product is COc1ccc(S(=O)(=O)N(Cc2ccccc2)C2(C(=O)O)CCN(Cc3ccccc3)CC2)cc1. Reaction SMILES: [CH3:1][O:2][c:3]1[cH:4][cH:5][c:6]([S:9](=[O:10])(=[O:11])[N:12]([C:13]2([C:26](=[O:27])[O:28][CH3:29])[CH2:14][CH2:15][N:16]([CH2:19][c:20]3[cH:21][cH:22][cH:23][cH:24][cH:25]3)[CH2:17][CH2:18]2)[CH2:30][c:31]2[cH:32][cH:33][cH:34][cH:35][cH:36]2)[cH:7][cH:8]1.[CH3:39][OH:40].[Na+:38].[OH-:37]>>[CH3:1][O:2][c:3]1[cH:4][cH:5][c:6]([S:9](=[O:10])(=[O:11])[N:12]([C:13]2([C:26](=[O:27])[OH:28])[CH2:14][CH2:15][N:16]([CH2:19][c:20]3[cH:21][cH:22][cH:23][cH:24][cH:25]3)[CH2:17][CH2:18]2)[CH2:30][c:31]2[cH:32][cH:33][cH:34][cH:35][cH:36]2)[cH:7][cH:8]1. Reactants: OB(C1=CC(=CC=C1)[N+](=O)[O-])O (dihydroxy(3-nitrophenyl)borane), aqueous solution, C([O-])(O)=O.[Na+] (sodium bicarbonate), BrC=1C=NC=CC1 (3-bromopyridine), C([O-])(O)=O.[Na+] (sodium bicarbonate). The reagents and catalysts are C=1C=CC(=CC1)[P](C=2C=CC=CC2)(C=3C=CC=CC3)[Pd]([P](C=4C=CC=CC4)(C=5C=CC=CC5)C=6C=CC=CC6)([P](C=7C=CC=CC7)(C=8C=CC=CC8)C=9C=CC=CC9)[P](C=1C=CC=CC1)(C=1C=CC=CC1)C=1C=CC=CC1 (tetrakis(triphenylphosphine)palladium(0)). Run in C1(=CC=CC=C1)C (toluene), CO (methanol). Reaction conditions: temperature 80 celsius, time 6 hour. The product is [N+](=O)([O-])C=1C=C(C=CC1)C=1C=NC=CC1 (3-(3-nitrophenyl)pyridine). RXN SMILES: Br[C:2]1[CH:3]=[N:4][CH:5]=[CH:6][CH:7]=1.C(=O)(O)[O-].[Na+].OB(O)[C:15]1[CH:20]=[CH:19][CH:18]=[C:17]([N+:21]([O-:23])=[O:22])[CH:16]=1>C1(C)C=CC=CC=1.CO.C1C=CC([P]([Pd]([P](C2C=CC=CC=2)(C2C=CC=CC=2)C2C=CC=CC=2)([P](C2C=CC=CC=2)(C2C=CC=CC=2)C2C=CC=CC=2)[P](C2C=CC=CC=2)(C2C=CC=CC=2)C2C=CC=CC=2)(C2C=CC=CC=2)C2C=CC=CC=2)=CC=1>[N+:21]([C:17]1[CH:16]=[C:15]([C:2]2[CH:3]=[N:4][CH:5]=[CH:6][CH:7]=2)[CH:20]=[CH:19][CH:18]=1)([O-:23])=[O:22] |f:1.2,^1:37,39,58,77|. Procedure details: To a mixture of 3-bromopyridine (2.6 ml) and tetrakis(triphenylphosphine)palladium(0) (0.93 g) in toluene (50 ml) was added 2M aqueous solution of sodium bicarbonate (27 ml) and a solution of dihydroxy(3-nitrophenyl)borane (5.0 g) in methanol (12 ml). The mixture was stirred at 80° C. for 6 hours and cooled. Then the mixture was poured into aqueous sodium bicarbonate and extracted with ethyl acetate twice. The combined organic phase was washed with aqueous sodium bicarbonate and brine, dried ove... Reactants: cuprous iodide, C1C(C)O1 (Propylene oxide), [Mg] (magnesium), O([Si](C)(C)C(C)(C)C)CCC#CCCCCCI (1-tert-butyldimethylsiloxy-9-iodo- 3-nonyne), C(C)Br (ethyl bromide). Run in C1CCOC1 (THF), C1CCOC1 (THF). Conditions: time 30 minute. The product is O([Si](C)(C)C(C)(C)C)CCC#CCCCCCCC(C)O (1-tert-butyldimethylsiloxy-11-hydroxy-3-dodecyne). Isolated yield 45.9%. As a reaction SMILES: [Mg].[O:2]([CH2:10][CH2:11][C:12]#[C:13][CH2:14][CH2:15][CH2:16][CH2:17][CH2:18]I)[Si:3]([C:6]([CH3:9])([CH3:8])[CH3:7])([CH3:5])[CH3:4].C(Br)C.[CH2:23]1[O:26][CH:24]1[CH3:25]>C1COCC1>[O:2]([CH2:10][CH2:11][C:12]#[C:13][CH2:14][CH2:15][CH2:16][CH2:17][CH2:18][CH2:23][CH:24]([OH:26])[CH3:25])[Si:3]([C:6]([CH3:9])([CH3:8])[CH3:7])([CH3:5])[CH3:4]. Procedure: To magnesium powder (830 mg, 35 mmol) and 18 (8.7 g, 23 mmol) in 40 mL of dry THF under nitrogen was added ethyl bromide (0.1 mL,=1.3 mmol). Grignard formation was maintained by refluxing for 3 hr. After the iodide (18) was consumed, 2.2 g (11.5 mmol) of cuprous iodide was added. The mixture was cooled in an ice-bath and stirred for 30 min. Propylene oxide (2.7 g, 46 mmol) diluted in 10 mL of dry THF was added dropwise, the reaction stirred for 30 min at 23° C. and then quenched with saturated a... Reactants: FC=1C=CC(=NC1C1=CCC2(OCCO2)CC1)C(=O)O (5-fluoro-6-(1,4-dioxaspiro[4.5]dec-7-en-8-yl)picolinic acid), CCN=C=NCCCN(C)C.Cl (EDC-HCl), CO (MeOH). Solvent: C(Cl)Cl (DCM), C(C)(=O)OCC (ethyl acetate). Conditions: time 5 day. Reagents/catalysts: CN(C)C=1C=CN=CC1 (DMAP). Procedure: To a solution of 5-fluoro-6-(1,4-dioxaspiro[4.5]dec-7-en-8-yl)picolinic acid (1.0 equiv.) in DCM (0.3 M) was added EDC-HCl (1.0 equiv.), DMAP (1.0 equiv.), and MeOH (10 equiv.). The reaction mixture was allowed to stir at room temperature for 5 days, then diluted with ethyl acetate, washed with water, brine, dried over magnesium sulfate, filtered and concentrated. The crude product was purified by silica gel column chromatography eluting with 25-50% ethyl acetate in hexanes to yield methyl 5-flu... The product is FC=1C=CC(=NC1C1=CCC2(OCCO2)CC1)C(=O)OC (methyl 5-fluoro-6-(1,4-dioxaspiro[4.5]dec-7-en-8-yl)picolinate). As a reaction SMILES: [F:1][C:2]1[CH:3]=[CH:4][C:5]([C:18]([OH:20])=[O:19])=[N:6][C:7]=1[C:8]1[CH2:17][CH2:16][C:11]2([O:15][CH2:14][CH2:13][O:12]2)[CH2:10][CH:9]=1.[CH3:21]CN=C=NCCCN(C)C.Cl.CO>C(Cl)Cl.CN(C1C=CN=CC=1)C.C(OCC)(=O)C>[F:1][C:2]1[CH:3]=[CH:4][C:5]([C:18]([O:20][CH3:21])=[O:19])=[N:6][C:7]=1[C:8]1[CH2:17][CH2:16][C:11]2([O:15][CH2:14][CH2:13][O:12]2)[CH2:10][CH:9]=1 |f:1.2|.